Dataset: the Open Reaction Database (ORD), a public repository of structured organic reaction records. Task: describe an organic reaction: reactants, conditions, products, and yield Starting materials: COCCBr, CC1Cn2c(cc3cc(OC4CCN(C(C)C)CC4)ccc32)C(=O)N1, [H-], [Na+]. Yields the product COCCN1C(=O)c2cc3cc(OC4CCN(C(C)C)CC4)ccc3n2CC1C. Reaction SMILES: [CH3:26][O:27][CH2:28][CH2:29][Br:30].[CH:1]([CH3:2])([CH3:3])[N:4]1[CH2:5][CH2:6][CH:7]([O:10][c:11]2[cH:12][c:13]3[cH:14][c:15]4[n:16]([c:17]3[cH:18][cH:19]2)[CH2:20][CH:21]([CH3:25])[NH:22][C:23]4=[O:24])[CH2:8][CH2:9]1.[H-:31].[Na+:32]>>[CH:1]([CH3:2])([CH3:3])[N:4]1[CH2:5][CH2:6][CH:7]([O:10][c:11]2[cH:12][c:13]3[cH:14][c:15]4[n:16]([c:17]3[cH:18][cH:19]2)[CH2:20][CH:21]([CH3:25])[N:22]([CH2:29][CH2:28][O:27][CH3:26])[C:23]4=[O:24])[CH2:8][CH2:9]1.